From a dataset of the Open Reaction Database (ORD), a public repository of structured organic reaction records. describe an organic reaction: reactants, conditions, products, and yield Starting materials: OC=C1C(C2=CC=C(C=C2CC1)OC)=O (2-Hydroxymethylene-6-Methoxy-1-Tetralone), B (borane), B(F)(F)F.CCOCC (Boron trifluoride etherate). The solvent is C(Cl)Cl (methylene chloride). Reaction conditions: time 1 hour. Product: COC=1C=C2CCC(CC2=CC1)CO (1,2,3,4-Tetrahydro-6-Methoxy-2-Naphthalenemethanol). The yield is 75.0%. Reaction SMILES: [OH:1][CH:2]=[C:3]1[CH2:12][CH2:11][C:10]2[C:5](=[CH:6][CH:7]=[C:8]([O:13][CH3:14])[CH:9]=2)[C:4]1=O.B.B(F)(F)F.CCOCC>C(Cl)Cl>[CH3:14][O:13][C:8]1[CH:9]=[C:10]2[C:5](=[CH:6][CH:7]=1)[CH2:4][CH:3]([CH2:2][OH:1])[CH2:12][CH2:11]2 |f:2.3|. Procedure details: 2-Hydroxymethylene-6-methoxy-1-tetralone (2) (4.81 g, 0.024 mole) and borane:t-butylamine complex (10.25 g, 0.12 mole) were dissolved in about 250 mL of methylene chloride and the solution was cooled to about -78°. Boron trifluoride etherate (14.5 mL, 0.12 mole) was added dropwise and the mixture was stirred for about 1 hour then warmed to about 23° and stirred for an additional 2 hours. The reaction mixture was quenched with about 1N HCl and extracted with methylene chloride. The methylene chlo... The reactants are C(C)OC(=O)C1=CC(=C2C(=C(C(=CN2C1=O)F)Cl)C)C1CC1 (8-chloro-1-cyclopropyl-7-fluoro-9-methyl-4-oxo-4H-quinolizine-3-carboxylic acid ethyl ester), C(=O)(OC(C)(C)C)NC(CCC)C1CNCC1 (3-(1-(N-BOC-amino)butyl)pyrrolidine). Run in C(C)#N (acetonitrile). Product: Cl.NC(CCC)C1CN(CC1)C=1C(=CN2C(C(=CC(=C2C1C)C1CC1)C(=O)O)=O)F (8-(3-(1-aminobutyl)pyrrolidinyl)-1-cyclopropyl-7-fluoro-9-methyl-4-oxo-4H-quinolizine-3-carboxylic acid hydrochloride). RXN SMILES: C([O:3][C:4]([C:6]1[C:15](=[O:16])[N:14]2[C:9]([C:10]([CH3:19])=[C:11]([Cl:18])[C:12]([F:17])=[CH:13]2)=[C:8]([CH:20]2[CH2:22][CH2:21]2)[CH:7]=1)=[O:5])C.C([NH:30][CH:31]([CH:35]1[CH2:39][CH2:38][NH:37][CH2:36]1)[CH2:32][CH2:33][CH3:34])(OC(C)(C)C)=O>C(#N)C>[ClH:18].[NH2:30][CH:31]([CH:35]1[CH2:39][CH2:38][N:37]([C:11]2[C:12]([F:17])=[CH:13][N:14]3[C:9]([C:10]=2[CH3:19])=[C:8]([CH:20]2[CH2:21][CH2:22]2)[CH:7]=[C:6]([C:4]([OH:3])=[O:5])[C:15]3=[O:16])[CH2:36]1)[CH2:32][CH2:33][CH3:34] |f:3.4|. Reported procedure: A 238 mg sample of 8-chloro-1-cyclopropyl-7-fluoro-9-methyl-4-oxo-4H-quinolizine-3-carboxylic acid ethyl ester, from Example 253i above, was dissolved in 5 mL of anhydrous acetonitrile, reacted with 3-(1-(N-BOC-amino)butyl)pyrrolidine (620 mg, 1.83 mmol, prepared in step 314d above), and carried forward as described in Example 253j-1 to give the title product. MS (high resolution) found: 402.2199; calc: 402.2193 (M+H)+ ; 1H NMR (D6 -DMSO) ∂: 0.60 (m, 2H), 0.89 (m, 4H), 1.05 (m, 1H), 1.49 (m, 5H)... The reactants are BrCC1=NC2=CC=CC=C2C=C1 (2-bromomethylquinoline), OC1=C(C=C(C=C1)C(CC)(OC)C=1SC=CN1)OC (2-[1 -(4-hydroxy-3-methoxyphenyl)-1-methoxypropyl]thiazole). The product is COC(CC)(C1=CC(=C(C=C1)OCC1=NC2=CC=CC=C2C=C1)OC)C=1SC=CN1 (2-[1-methoxy-1-[3-methoxy-4-(quinol-2-ylmethoxy)phenyl]propyl]thiazole). Isolated yield 52.0%. Reaction SMILES: Br[CH2:2][C:3]1[CH:12]=[CH:11][C:10]2[C:5](=[CH:6][CH:7]=[CH:8][CH:9]=2)[N:4]=1.[OH:13][C:14]1[CH:19]=[CH:18][C:17]([C:20]([C:25]2[S:26][CH:27]=[CH:28][N:29]=2)([O:23][CH3:24])[CH2:21][CH3:22])=[CH:16][C:15]=1[O:30][CH3:31]>>[CH3:24][O:23][C:20]([C:25]1[S:26][CH:27]=[CH:28][N:29]=1)([C:17]1[CH:18]=[CH:19][C:14]([O:13][CH2:2][C:3]2[CH:12]=[CH:11][C:10]3[C:5](=[CH:6][CH:7]=[CH:8][CH:9]=3)[N:4]=2)=[C:15]([O:30][CH3:31])[CH:16]=1)[CH2:21][CH3:22]. Reported procedure: Using a similar procedure to that described in Example 1, 2-bromomethylquinoline was reacted with 2-[1 -(4-hydroxy-3-methoxyphenyl)-1-methoxypropyl]thiazole to give 2-[1-methoxy-1-[3-methoxy-4-(quinol-2-ylmethoxy)phenyl]propyl]thiazole in 52% yield, m.p. 100°-102° C. (recrystallised from a mixture of petroleum ether (b.p. 60°-80° C.) and methylene chloride). Starting materials: C(#N)N1[C@H]2[C@@H]3[C@H](CC([C@H]4[C@@]3(C=3C(=C(C=CC3C2)OC)O4)CC1)=O)CC (17-cyano-4,5α-epoxy-8β-ethyl-3-methoxymorphinan-6-one), Cl (HCl). Product: Cl.O1C2=C(C=CC=3C[C@@H]4[C@@H]5[C@H](CC([C@H]1[C@@]5(C23)CCN4)=O)CC)OC (4,5α-Epoxy-8β-ethyl-3-methoxymorphinan-6-one hydrochloride). The yield is 89.0%. RXN SMILES: C([N:3]1[CH2:22][CH2:21][C@:10]23[C:11]4[C:12]5[O:20][C@H:9]2[C:8](=[O:23])[CH2:7][C@H:6]([CH2:24][CH3:25])[C@H:5]3[C@H:4]1[CH2:17][C:16]=4[CH:15]=[CH:14][C:13]=5[O:18][CH3:19])#N.[ClH:26]>>[ClH:26].[O:20]1[C@@H:9]2[C@@:10]34[CH2:21][CH2:22][NH:3][C@@H:4]([C@@H:5]3[C@@H:6]([CH2:24][CH3:25])[CH2:7][C:8]2=[O:23])[CH2:17][C:16]2=[C:11]4[C:12]1=[C:13]([O:18][CH3:19])[CH:14]=[CH:15]2 |f:2.3|. Procedure details: A suspension of 17-cyano-4,5α-epoxy-8β-ethyl-3-methoxymorphinan-6-one (4.30 g; prepared in Part B) in 100 ml 2 N HCl was refluxed for 4 hours. The solution was evaporated to a crystalline residue which was suspended in ethanol. After cooling, the crystals were collected and dried to give 3.95 g (89%) of product, mp. decomposes slowly above 260° C. The reactants are O(C1=CC=CC=C1)C1=CC=C(C=C1)C(CC(=O)N)(C)O (3-p-phenoxyphenyl-3-hydroxybutyric acid amide), [OH-].[K+] (KOH). The solvent is C(C)O (ethanol). Yields the product O(C1=CC=CC=C1)C1=CC=C(C=C1)C(CC(=O)O)(C)O (3-p-phenoxyphenyl-3-hydroxybutyric acid). Reaction SMILES: [O:1]([C:8]1[CH:13]=[CH:12][C:11]([C:14]([OH:20])([CH3:19])[CH2:15][C:16](N)=[O:17])=[CH:10][CH:9]=1)[C:2]1[CH:7]=[CH:6][CH:5]=[CH:4][CH:3]=1.[OH-:21].[K+]>C(O)C>[O:1]([C:8]1[CH:13]=[CH:12][C:11]([C:14]([OH:20])([CH3:19])[CH2:15][C:16]([OH:21])=[O:17])=[CH:10][CH:9]=1)[C:2]1[CH:7]=[CH:6][CH:5]=[CH:4][CH:3]=1 |f:1.2|. Procedure details: g. of 3-p-phenoxyphenyl-3-hydroxybutyric acid amide (obtainable from 4-phenoxyacetophenone and bromoacetamide/zinc) and 5 g. of KOH in 100 ml. of ethanol are boiled for 3 hours under nitrogen. The mixture is evaporated and worked up to give 3-p-phenoxyphenyl-3-hydroxybutyric acid, m.p. 137°-138°. The reactants are [Br-], C1CCOC1, C[Mg+], CON(C)C(=O)c1cccc2c(Br)c(C)sc12. The product is CC(=O)c1cccc2c(Br)c(C)sc12. RXN SMILES: [Br-:18].[CH2:21]1[O:22][CH2:23][CH2:24][CH2:25]1.[CH3:19][Mg+:20].[CH3:1][O:2][N:3]([C:4](=[O:5])[c:6]1[cH:7][cH:8][cH:9][c:10]2[c:11]1[s:12][c:13]([CH3:16])[c:14]2[Br:15])[CH3:17]>>[C:4](=[O:5])([c:6]1[cH:7][cH:8][cH:9][c:10]2[c:11]1[s:12][c:13]([CH3:16])[c:14]2[Br:15])[CH3:19]. The reactants are C(C)OC(=O)C1=NC(=CC(=C1)C1=CC(=CC(=C1)F)F)C (4-(3,5-Difluorophenyl)-6-methyl-pyridine-2-carboxylic acid ethyl ester), NC1=CC(=NC=C1)C#N (4-Amino-pyridine-2-carbonitrile). The product is C(#N)C1=NC=CC(=C1)NC(=O)C1=NC(=CC(=C1)C1=CC(=CC(=C1)F)F)C (4-(3,5-Difluorophenyl)-6-methyl-pyridine-2-carboxylic acid (2-cyano-pyridin-4-yl)-amide). RXN SMILES: C(O[C:4]([C:6]1[CH:11]=[C:10]([C:12]2[CH:17]=[C:16]([F:18])[CH:15]=[C:14]([F:19])[CH:13]=2)[CH:9]=[C:8]([CH3:20])[N:7]=1)=[O:5])C.[NH2:21][C:22]1[CH:27]=[CH:26][N:25]=[C:24]([C:28]#[N:29])[CH:23]=1>>[C:28]([C:24]1[CH:23]=[C:22]([NH:21][C:4]([C:6]2[CH:11]=[C:10]([C:12]3[CH:13]=[C:14]([F:19])[CH:15]=[C:16]([F:18])[CH:17]=3)[CH:9]=[C:8]([CH3:20])[N:7]=2)=[O:5])[CH:27]=[CH:26][N:25]=1)#[N:29]. Reported procedure: The title compound, was prepared from 4-(3,5-Difluorophenyl)-6-methyl-pyridine-2-carboxylic acid ethyl ester in accordance with the general method of example 26, step 6 using 4-Amino-pyridine-2-carbonitrile instead of 3-chloroaniline to yield the final compound as a white crystalline, MS (ISP): m/e=351.2 (M+H)+. The reactants are C(#N)[BH3-].[Na+] (sodium cyanoborohydride), CCCCCC.CCOC(=O)C (Hexane EtOAc), NC1=CC=C(C(=O)NC2=CC=C(C=C2)C=2SC3=C(N2)C=CC(=C3)C)C=C1 (4-amino-N-[4-(6-methylbenzothiazol-2-yl)-phenyl]-benzamide), C=O (paraformaldehyde). Solvent: CC(=O)O (AcOH). The product is CN(C1=CC=C(C(=O)NC2=CC=C(C=C2)C=2SC3=C(N2)C=CC(=C3)C)C=C1)C (4-Dimethylamino-N-[4-(6-methylbenzothiazol-2-yl)-phenyl]-benzamide). Yield: 7.0%. RXN SMILES: [C:1]([BH3-])#[N:2].[Na+].N[C:6]1[CH:30]=[CH:29][C:9]([C:10]([NH:12][C:13]2[CH:18]=[CH:17][C:16]([C:19]3[S:20][C:21]4[CH:27]=[C:26]([CH3:28])[CH:25]=[CH:24][C:22]=4[N:23]=3)=[CH:15][CH:14]=2)=[O:11])=[CH:8][CH:7]=1.C=O.[CH3:33]CCCCC.CCOC(C)=O>CC(O)=O>[CH3:33][N:2]([CH3:1])[C:6]1[CH:30]=[CH:29][C:9]([C:10]([NH:12][C:13]2[CH:18]=[CH:17][C:16]([C:19]3[S:20][C:21]4[CH:27]=[C:26]([CH3:28])[CH:25]=[CH:24][C:22]=4[N:23]=3)=[CH:15][CH:14]=2)=[O:11])=[CH:8][CH:7]=1 |f:0.1,4.5|. Procedure details: Prepared as described in the Amination section using sodium cyanoborohydride (0.44 g, 6.95 mmol), 4-amino-N-[4-(6-methylbenzothiazol-2-yl)-phenyl]-benzamide (0.50 g, 1.39 mmol) and paraformaldehyde (0.42 g, 13.9 mmol) in AcOH (8 ml) to give the title compound (0.04 g, 7%) as a colourless solid after work-up and flash chromatography (3:1 Hexane/EtOAc).